From a dataset of the Open Reaction Database (ORD), a public repository of structured organic reaction records. describe an organic reaction: reactants, conditions, products, and yield Reactants: CCO, CCOC(=O)c1ccc2cc(-c3ccc(SCc4c(-c5c(Cl)cccc5Cl)noc4C(C)C)cc3)ccc2n1, [Na+], C1CCOC1, [OH-]. The product is CC(C)c1onc(-c2c(Cl)cccc2Cl)c1CSc1ccc(-c2ccc3nc(C(=O)O)ccc3c2)cc1. As a reaction SMILES: [CH3:40][CH2:41][OH:42].[Cl:1][c:2]1[c:3](-[c:9]2[n:10][o:11][c:12]([CH:37]([CH3:38])[CH3:39])[c:13]2[CH2:14][S:15][c:16]2[cH:17][cH:18][c:19](-[c:22]3[cH:23][c:24]4[cH:25][cH:26][c:27]([C:32](=[O:33])[O:34][CH2:35][CH3:36])[n:28][c:29]4[cH:30][cH:31]3)[cH:20][cH:21]2)[c:4]([Cl:8])[cH:5][cH:6][cH:7]1.[Na+:44].[O:45]1[CH2:46][CH2:47][CH2:48][CH2:49]1.[OH-:43]>>[Cl:1][c:2]1[c:3](-[c:9]2[n:10][o:11][c:12]([CH:37]([CH3:38])[CH3:39])[c:13]2[CH2:14][S:15][c:16]2[cH:17][cH:18][c:19](-[c:22]3[cH:23][c:24]4[cH:25][cH:26][c:27]([C:32](=[O:33])[OH:34])[n:28][c:29]4[cH:30][cH:31]3)[cH:20][cH:21]2)[c:4]([Cl:8])[cH:5][cH:6][cH:7]1. Reactants: ClC1=C[C@H]2[C@@H]3CC[C@](C(C)=O)([C@]3(C[C@H]([C@@H]2[C@]2([C@@H]3[C@H](C(C=C12)=O)C3)C)O)C)OC(C)=O (6-chloro-11α-hydroxy-17-acetoxy-1α,2α-methylene-4,6-pregnadiene-3,20-dione), ClC1=C[C@H]2[C@@H]3CC[C@](C(C)=O)([C@]3(CC[C@@H]2[C@]2([C@@H]3[C@H](C(C=C12)=O)C3)C)C)OC(C)=O (6-chloro-17-acetoxy-1α,2α-methylene-4,6-pregnadiene-3,20-dione), A9, C1(CCC(=O)O1)=O (succinic acid anhydride). Yields the product C(CCC(=O)O)(=O)O[C@H]1[C@@H]2[C@]3([C@@H]4[C@H](C(C=C3C(=C[C@H]2[C@@H]2CC[C@](C(C)=O)([C@]2(C1)C)OC(C)=O)Cl)=O)C4)C ((6-chloro-17-acetoxy-3,20-dioxo-1α,2α-methylene-4,6-pregnadien-11α-yl) hydrogen succinate). As a reaction SMILES: [Cl:1][C:2]1[C:21]2[C@:16]([CH3:24])([C@H:17]3[CH2:23][C@H:18]3[C:19](=[O:22])[CH:20]=2)[C@@H:15]2[C@H:4]([C@H:5]3[C@:12]([CH3:26])([CH2:13][C@H:14]2[OH:25])[C@@:8]([O:27][C:28](=[O:30])[CH3:29])([C:9](=[O:11])[CH3:10])[CH2:7][CH2:6]3)[CH:3]=1.ClC1C2[C@](C)([C@H]3C[C@H]3C(=O)C=2)[C@@H]2[C@H]([C@H]3[C@](C)(CC2)[C@@](OC(=O)C)(C(=O)C)CC3)C=1.[C:60]1(=[O:66])[O:65][C:63](=[O:64])[CH2:62][CH2:61]1>>[C:60]([O:25][C@@H:14]1[CH2:13][C@@:12]2([CH3:26])[C@@H:5]([CH2:6][CH2:7][C@:8]2([O:27][C:28](=[O:30])[CH3:29])[C:9](=[O:11])[CH3:10])[C@H:4]2[C@H:15]1[C@:16]1([CH3:24])[C:21]([C:2]([Cl:1])=[CH:3]2)=[CH:20][C:19](=[O:22])[C@@H:18]2[CH2:23][C@H:17]12)(=[O:66])[CH2:61][CH2:62][C:63]([OH:65])=[O:64]. Reported procedure: 0.433 g. of 6-chloro-11α-hydroxy-17-acetoxy-1α,2α-methylene-4,6-pregnadiene-3,20-dione -- prepared from 6-chloro-17-acetoxy-1α,2α-methylene-4,6-pregnadiene-3,20-dione by microbiological hydroxylation as described in the following paragraph -- is reacted analogously to A9 with succinic acid anhydride and worked up. After purification by way of the sodium salt, 230 mg. of (6-chloro-17-acetoxy-3,20-dioxo-1α,2α-methylene-4,6-pregnadien-11α-yl) hydrogen succinate is obtained as a foam. UV: ε280 = 15,... The reactants are N12CCCC(CC1)(C2)C=2OC1=C(N2)C=CC=C1C(=O)OC (Methyl 2-(1-azabicyclo[3.2.1]octan-5-yl)benzo[d]oxazole-7-carboxylate), N (ammonia). Run in CO (methanol). Run at time 3 day. Yields the product N12CCCC(CC1)(C2)C=2OC1=C(N2)C=CC=C1C(=O)N (2-(1-azabicyclo[3.2.1]octan-5-yl)benzo[d]oxazole-7-carboxamide). The yield is 27.0%. As a reaction SMILES: [N:1]12[CH2:8][C:5]([C:9]3[O:10][C:11]4[C:17]([C:18]([O:20]C)=O)=[CH:16][CH:15]=[CH:14][C:12]=4[N:13]=3)([CH2:6][CH2:7]1)[CH2:4][CH2:3][CH2:2]2.[NH3:22]>CO>[N:1]12[CH2:8][C:5]([C:9]3[O:10][C:11]4[C:17]([C:18]([NH2:22])=[O:20])=[CH:16][CH:15]=[CH:14][C:12]=4[N:13]=3)([CH2:6][CH2:7]1)[CH2:4][CH2:3][CH2:2]2. Reported procedure: Methyl 2-(1-azabicyclo[3.2.1]octan-5-yl)benzo[d]oxazole-7-carboxylate (80 mg, 0.28 mmol) was added to ammonia in methanol (15 ml) and the mixture was stirred at room temperature for 3 days. Then the solid was filtered, washed with methanol, the residue solution was concentrated under vacuum. Then the residue was purified by flash column chromatography to give 2-(1-azabicyclo[3.2.1]octan-5-yl)benzo[d]oxazole-7-carboxamide (20.6 mg, yield: 27%) 1H-NMR (400 MHz, CD3OD) δ: 1.18 (s, 1H), 1.63-1.67 (m... The reactants are ClC=1C=CC(=NC1)NC(=O)C1=C(C=CC(=C1)Cl)NC(=O)C1=CC=C(C=C1)S(=O)(=NC(=O)OCC1=CC=CC=C1)CCOC (S-[4-(N-{2-[N-(5-chloro(2-pyridyl))carbamoyl]-4-chlorophenyl}carbamoyl)phenyl]-S-(2-methoxyethyl)-N-benzyloxycarbonyl sulfoximide), solution, B(Br)(Br)Br (BBr3). Solvent: C(Cl)Cl (DCM), C(Cl)Cl (DCM). Run at temperature 27.5 celsius, time 3 hour. Product: ClC=1C=CC(=NC1)NC(=O)C1=C(C=CC(=C1)Cl)NC(=O)C1=CC=C(C=C1)S(=O)(=N)CCO (S-[4-(N-{2-[N-(5-chloro(2-pyridyl))carbamoyl]-4-chlorophenyl}carbamoyl)phenyl]-S-(2-hydroxy ethyl)-sulfoximide). The yield is 28.6%. As a reaction SMILES: [Cl:1][C:2]1[CH:3]=[CH:4][C:5]([NH:8][C:9]([C:11]2[CH:16]=[C:15]([Cl:17])[CH:14]=[CH:13][C:12]=2[NH:18][C:19]([C:21]2[CH:26]=[CH:25][C:24]([S:27]([CH2:40][CH2:41][O:42]C)(=[N:29]C(OCC3C=CC=CC=3)=O)=[O:28])=[CH:23][CH:22]=2)=[O:20])=[O:10])=[N:6][CH:7]=1.B(Br)(Br)Br>C(Cl)Cl>[Cl:1][C:2]1[CH:3]=[CH:4][C:5]([NH:8][C:9]([C:11]2[CH:16]=[C:15]([Cl:17])[CH:14]=[CH:13][C:12]=2[NH:18][C:19]([C:21]2[CH:26]=[CH:25][C:24]([S:27]([CH2:40][CH2:41][OH:42])(=[NH:29])=[O:28])=[CH:23][CH:22]=2)=[O:20])=[O:10])=[N:6][CH:7]=1. Procedure: To a stirring solution of S-[4-(N-{2-[N-(5-chloro(2-pyridyl))carbamoyl]-4-chlorophenyl}carbamoyl)phenyl]-S-(2-methoxyethyl)-N-benzyloxycarbonyl sulfoximide (0.3 g, 0.00046 mol) in DCM (3 mL) was added 1M solution of BBr3 in DCM(0.33 g, 0.00138 mol) at −70° C. under nitrogen atmosphere. Reaction mixture was stirred for 3 hr at 25-30° C. Subsequent work up and column purification (2% methanol in chloroform and 100-200 mesh silica gel) gave 65 mg of desired product in 28% yield. The reactants are CC(=O)N1CCc2c(sc(C)c2CCBr)C1, O=C([O-])[O-], CN(C)C=O, Cc1ccccc1, Cn1nc(C2CCNCC2)c2ccc(F)cc21, [I-], [K+], [K+], [K+]. Product: CC(=O)N1CCc2c(sc(C)c2CCN2CCC(c3nn(C)c4cc(F)ccc34)CC2)C1. RXN SMILES: [C:1]([CH3:2])(=[O:3])[N:4]1[CH2:5][c:6]2[c:7]([c:10]([CH2:14][CH2:15][Br:16])[c:11]([CH3:13])[s:12]2)[CH2:8][CH2:9]1.[C:34](=[O:35])([O-:36])[O-:37].[CH3:42][N:43]([CH3:44])[CH:45]=[O:46].[CH3:47][c:48]1[cH:49][cH:50][cH:51][cH:52][cH:53]1.[F:17][c:18]1[cH:19][cH:20][c:21]2[c:22]([CH:28]3[CH2:29][CH2:30][NH:31][CH2:32][CH2:33]3)[n:23][n:24]([CH3:27])[c:25]2[cH:26]1.[I-:41].[K+:38].[K+:39].[K+:40]>>[C:1]([CH3:2])(=[O:3])[N:4]1[CH2:5][c:6]2[c:7]([c:10]([CH2:14][CH2:15][N:31]3[CH2:30][CH2:29][CH:28]([c:22]4[c:21]5[cH:20][cH:19][c:18]([F:17])[cH:26][c:25]5[n:24]([CH3:27])[n:23]4)[CH2:33][CH2:32]3)[c:11]([CH3:13])[s:12]2)[CH2:8][CH2:9]1. Reactants: BrC1=NC=C(C=C1)F (2-bromo-5-fluoropyridine), BrC1=CC=C(CC(=C)C=2N(C=C(N2)CC(C)(C)C)S(=O)(=O)N(C)C)C=C1 (2-[1-(4-bromobenzyl)vinyl]-4-(2,2-dimethylpropyl)-N,N-dimethyl-1H-imidazole-1-sulfonamide), [SnH4] (stannane). The reagents and catalysts are C=1C=CC(=CC1)[P](C=2C=CC=CC2)(C=3C=CC=CC3)[Pd]([P](C=4C=CC=CC4)(C=5C=CC=CC5)C=6C=CC=CC6)([P](C=7C=CC=CC7)(C=8C=CC=CC8)C=9C=CC=CC9)[P](C=1C=CC=CC1)(C=1C=CC=CC1)C=1C=CC=CC1 (Pd(PPh3)4), C=1C=CC(=CC1)[P](C=2C=CC=CC2)(C=3C=CC=CC3)[Pd]([P](C=4C=CC=CC4)(C=5C=CC=CC5)C=6C=CC=CC6)([P](C=7C=CC=CC7)(C=8C=CC=CC8)C=9C=CC=CC9)[P](C=1C=CC=CC1)(C=1C=CC=CC1)C=1C=CC=CC1 (Pd(PPh3)4). Run in COCCOC (DME), C(C)(=O)OCC (ethyl acetate). Run at temperature 90 celsius, time 8 hour. The product is ethyl acetate hexanes, CC(CC=1N=C(N(C1)S(=O)(=O)N(C)C)C(=C)CC1=CC=C(C=C1)C1=NC=C(C=C1)F)(C)C (4-(2,2-dimethylpropyl)-2-{1-[4-(5-fluoropyridin-2-yl)benzyl]vinyl}-N,N-dimethyl-1H-imidazole-1-sulfonamide). Isolated yield 0.0%. As a reaction SMILES: Br[C:2]1[CH:7]=[CH:6][C:5]([F:8])=[CH:4][N:3]=1.Br[C:10]1[CH:34]=[CH:33][C:13]([CH2:14][C:15]([C:17]2[N:18]([S:27]([N:30]([CH3:32])[CH3:31])(=[O:29])=[O:28])[CH:19]=[C:20]([CH2:22][C:23]([CH3:26])([CH3:25])[CH3:24])[N:21]=2)=[CH2:16])=[CH:12][CH:11]=1.[SnH4]>COCCOC.C(OCC)(=O)C.C1C=CC([P]([Pd]([P](C2C=CC=CC=2)(C2C=CC=CC=2)C2C=CC=CC=2)([P](C2C=CC=CC=2)(C2C=CC=CC=2)C2C=CC=CC=2)[P](C2C=CC=CC=2)(C2C=CC=CC=2)C2C=CC=CC=2)(C2C=CC=CC=2)C2C=CC=CC=2)=CC=1>[CH3:24][C:23]([CH3:26])([CH3:25])[CH2:22][C:20]1[N:21]=[C:17]([C:15]([CH2:14][C:13]2[CH:12]=[CH:11][C:10]([C:2]3[CH:7]=[CH:6][C:5]([F:8])=[CH:4][N:3]=3)=[CH:34][CH:33]=2)=[CH2:16])[N:18]([S:27]([N:30]([CH3:32])[CH3:31])(=[O:29])=[O:28])[CH:19]=1 |^1:51,53,72,91|. Procedure: Pd(PPh3)4 (196 mg) was added to a solution of 2-bromo-5-fluoropyridine in DME (10 mL) at ambient temperature. After heating at 90° C. overnight the reaction mixture was cooled. 2-[1-(4-bromobenzyl)vinyl]-4-(2,2-dimethylpropyl)-N,N-dimethyl-1H-imidazole-1-sulfonamide (110 mg) was added to the stannane solution followed by Pd(PPh3)4 (100 mg). After stirring at 95° C. overnight, the reaction mixture was cooled, diluted with ethyl acetate and washed with water. The organic phase was dried (sodium su... Reaction SMILES: [Cl:1][c:2]1[cH:3][cH:4][c:5]([C:8](=[O:9])[NH:10][CH2:11][CH2:12][CH:13]([CH3:14])[CH3:15])[n:6][n:7]1.[c:16]1([C:22](=[O:23])[CH:24]2[CH2:25][CH2:26][NH:27][CH2:28][CH2:29]2)[cH:17][cH:18][cH:19][cH:20][cH:21]1>>[c:2]1([N:27]2[CH2:26][CH2:25][CH:24]([C:22]([c:16]3[cH:17][cH:18][cH:19][cH:20][cH:21]3)=[O:23])[CH2:29][CH2:28]2)[cH:3][cH:4][c:5]([C:8](=[O:9])[NH:10][CH2:11][CH2:12][CH:13]([CH3:14])[CH3:15])[n:6][n:7]1. The product is CC(C)CCNC(=O)c1ccc(N2CCC(C(=O)c3ccccc3)CC2)nn1. Reactants: CC(C)CCNC(=O)c1ccc(Cl)nn1, O=C(c1ccccc1)C1CCNCC1.